From a dataset of the Open Reaction Database (ORD), a public repository of structured organic reaction records. describe an organic reaction: reactants, conditions, products, and yield The reactants are C, C1COCCO1, CCO, Cc1cccc(Nc2ncccc2[N+](=O)[O-])c1, [Pd]. Reaction SMILES: [C:27].[CH2:21]1[O:22][CH2:23][CH2:24][O:25][CH2:26]1.[CH3:18][CH2:19][OH:20].[N+:1]([O-:2])(=[O:3])[c:4]1[c:5]([NH:10][c:11]2[cH:12][c:13]([CH3:17])[cH:14][cH:15][cH:16]2)[n:6][cH:7][cH:8][cH:9]1.[Pd:28]>>[NH2:1][c:4]1[c:5]([NH:10][c:11]2[cH:12][c:13]([CH3:17])[cH:14][cH:15][cH:16]2)[n:6][cH:7][cH:8][cH:9]1. Yields the product Cc1cccc(Nc2ncccc2N)c1.